From a dataset of the Open Reaction Database (ORD), a public repository of structured organic reaction records. describe an organic reaction: reactants, conditions, products, and yield Reactants: CCN(C(C)C)C(C)C, Cn1c(Cl)nc2[nH]nc(Nc3ccccc3)c2c1=O, Cl, NC1CCCCC1O, CN(C)C=O. Product: Cn1c(NC2CCCCC2O)nc2[nH]nc(Nc3ccccc3)c2c1=O. As a reaction SMILES: [CH:29]([N:30]([CH2:31][CH3:32])[CH:33]([CH3:34])[CH3:35])([CH3:36])[CH3:37].[Cl:1][c:2]1[n:3]([CH3:19])[c:4](=[O:18])[c:5]2[c:6]([n:7]1)[nH:8][n:9][c:10]2[NH:11][c:12]1[cH:13][cH:14][cH:15][cH:16][cH:17]1.[ClH:20].[NH2:21][CH:22]1[CH:23]([OH:28])[CH2:24][CH2:25][CH2:26][CH2:27]1.[O:38]=[CH:39][N:40]([CH3:41])[CH3:42]>>[c:2]1([NH:21][CH:22]2[CH:23]([OH:28])[CH2:24][CH2:25][CH2:26][CH2:27]2)[n:3]([CH3:19])[c:4](=[O:18])[c:5]2[c:6]([n:7]1)[nH:8][n:9][c:10]2[NH:11][c:12]1[cH:13][cH:14][cH:15][cH:16][cH:17]1. Starting materials: ClC=1C=C(C(=O)OO)C=CC1 (meta-chloroperoxybenzoic acid), crude product, ClCCl (dichloromethane), O (water). Conditions: temperature 0 celsius, time 1 hour. Product: C(C)[C@H](CO)CCCC ((S)-2-Ethylhexan-1-ol). RXN SMILES: Cl[C:2]1[CH:3]=[C:4]([CH:9]=[CH:10][CH:11]=1)[C:5]([O:7]O)=O.O.Cl[CH2:14]Cl>>[CH2:3]([C@@H:4]([CH2:9][CH2:10][CH2:11][CH3:14])[CH2:5][OH:7])[CH3:2]. Reported procedure: To 1000 ml of phosphate buffer (0.1 M, HK2PO4/H2KPO4 with 95/5 in mol/mol, pH˜8.0) was added yeast (200 g, Sigma Aldrich) and sucrose (10 g, Thermo FiSEHr Scientific Inc.), and the mixture was stirred for 2 hrs. Then pentane (1500 ml) was added followed by adding 2-ethylidenehexanal (10.0 g, 79.2 mmol, TCI). The mixture was stirred for 2 days. Then the mixture was divided into batches of 300 ml each, and separated by centrifuging, and the yeast and water phase was extracted with pentane. After v...